This data is from the Open Reaction Database (ORD), a public repository of structured organic reaction records. The task is: describe an organic reaction: reactants, conditions, products, and yield Starting materials: O=C([O-])[O-], N#Cc1cccnc1Cl, [Cu], [K+], [K+], CN(C)C=O, Oc1cccc(Oc2ccccc2)c1. Yields the product N#Cc1cccnc1Oc1cccc(Oc2ccccc2)c1. Reaction SMILES: [C:1](=[O:2])([O-:3])[O-:4].[Cl:21][c:22]1[n:23][cH:24][cH:25][cH:26][c:27]1[C:28]#[N:29].[Cu:35].[K+:5].[K+:6].[O:30]=[CH:31][N:32]([CH3:33])[CH3:34].[OH:7][c:8]1[cH:9][cH:10][cH:11][c:12]([O:13][c:14]2[cH:15][cH:16][cH:17][cH:18][cH:19]2)[cH:20]1>>[O:7]([c:8]1[cH:9][cH:10][cH:11][c:12]([O:13][c:14]2[cH:15][cH:16][cH:17][cH:18][cH:19]2)[cH:20]1)[c:22]1[n:23][cH:24][cH:25][cH:26][c:27]1[C:28]#[N:29]. Starting materials: FC=1C=CC2=C(C(N(CC=3N2C=NC3)C)=O)C1 (8-fluoro-4,5-dihydro-5-methyl-6H-imidazo[1,5-a][1,4]benzodiazepin-6-one), ClN1C(CCC1=O)=O (N-chlorosuccinimide), O (water). Run in CN(C=O)C (dimethylformamide). The product is ClC=1N=CN2C1CN(C(C1=C2C=CC(=C1)F)=O)C (3-chloro-8-fluoro-4,5-dihydro-5-methyl-6H-imidazo[1,5-a][1,4]benzodiazepin-6-one). As a reaction SMILES: [F:1][C:2]1[CH:3]=[CH:4][C:5]2[N:11]3[CH:12]=[N:13][CH:14]=[C:10]3[CH2:9][N:8]([CH3:15])[C:7](=[O:16])[C:6]=2[CH:17]=1.[Cl:18]N1C(=O)CCC1=O.O>CN(C)C=O>[Cl:18][C:14]1[N:13]=[CH:12][N:11]2[C:5]3[CH:4]=[CH:3][C:2]([F:1])=[CH:17][C:6]=3[C:7](=[O:16])[N:8]([CH3:15])[CH2:9][C:10]=12. Procedure details: 2.31 g (10 mmol) of 8-fluoro-4,5-dihydro-5-methyl-6H-imidazo[1,5-a][1,4]benzodiazepin-6-one and 1.47 g (11 mmol) of N-chlorosuccinimide are heated to 100° for 30 minutes in dimethylformamide. Subsequently, the mixture is poured into water and extracted several times with chloroform. The combined chloroform extracts are washed with water, dried over magnesium sulphate and evaporated. The residue is recrystallized from ethyl acetate and yields 3-chloro-8-fluoro-4,5-dihydro-5-methyl-6H-imidazo[1,5-...